From a dataset of the Open Reaction Database (ORD), a public repository of structured organic reaction records. describe an organic reaction: reactants, conditions, products, and yield Reactants: CC=1C=C(C(=O)N2CC=3N(CC4=C2C=CC=C4)C=CC3)C=CC1N (10,11-dihydro-10-(3-methyl-4-aminobenzoyl)-5H-pyrrolo[2,1-c][1,4]benzodiazepine), ClC1=C(C(=O)Cl)C=CC(=C1)Cl (2,4-dichlorobenzoyl chloride), C(C)(C)N(CC)C(C)C (diisopropylethylamine). Solvent: ClCCl (dichloromethane). Run at time 16 hour. Yields the product C=1C=CN2C1CN(C1=C(C2)C=CC=C1)C(=O)C1=CC(=C(C=C1)NC(C1=C(C=C(C=C1)Cl)Cl)=O)C (N-[4-(5H-Pyrrolo[2,1-c][1,4]benzodiazepin-10(11H)-ylcarbonyl)-2-methylphenyl]-2,4-dichlorobenzamide). The yield is 84.1%. Reaction SMILES: [CH3:1][C:2]1[CH:3]=[C:4]([CH:21]=[CH:22][C:23]=1[NH2:24])[C:5]([N:7]1[C:13]2[CH:14]=[CH:15][CH:16]=[CH:17][C:12]=2[CH2:11][N:10]2[CH:18]=[CH:19][CH:20]=[C:9]2[CH2:8]1)=[O:6].[Cl:25][C:26]1[CH:34]=[C:33]([Cl:35])[CH:32]=[CH:31][C:27]=1[C:28](Cl)=[O:29].C(N(C(C)C)CC)(C)C>ClCCl>[CH:20]1[CH:19]=[CH:18][N:10]2[CH2:11][C:12]3[CH:17]=[CH:16][CH:15]=[CH:14][C:13]=3[N:7]([C:5]([C:4]3[CH:21]=[CH:22][C:23]([NH:24][C:28](=[O:29])[C:27]4[CH:31]=[CH:32][C:33]([Cl:35])=[CH:34][C:26]=4[Cl:25])=[C:2]([CH3:1])[CH:3]=3)=[O:6])[CH2:8][C:9]=12. Procedure details: A mixture of 0.40 g of 10,11-dihydro-10-(3-methyl-4-aminobenzoyl)-5H-pyrrolo[2,1-c][1,4]benzodiazepine, 0.40 g of 2,4-dichlorobenzoyl chloride and 0.75 g of diisopropylethylamine in 50 ml of dichloromethane is stirred at room temperature for 16 hours. The mixture is washed with water, dried (MgSO4) and the solution passed through a thin pad of hydrous magnesium silicate. The filtrate is concentrated and hexane added to give crystals. Recrystallization from dichloromethane-hexane gives 0.52 g of ... Reactants: ClCC=1C=CC(=C(OCC=2N=C(OC2C)C2=CC=CC=C2)C1)OC (4-(5-chloromethyl-2-methoxyphenoxymethyl)-5-methyl-2-phenyloxazole), OC=1C=C(C=CC1)CC(=O)OC (methyl 3-hydroxyphenylacetate), C([O-])([O-])=O.[K+].[K+] (potassium carbonate), CN(C=O)C (N,N-dimethylformamide). The solvent is O (water). Conditions: temperature 90 celsius, time 2 hour. Product: COC1=C(C=C(COC=2C=C(C=CC2)CC(=O)OC)C=C1)OCC=1N=C(OC1C)C1=CC=CC=C1 (methyl 3-[4-methoxy-3-[(2-phenyl-5-methyl-4-oxazolyl)methoxy]benzyloxy]phenylacetate). As a reaction SMILES: Cl[CH2:2][C:3]1[CH:4]=[CH:5][C:6]([O:23][CH3:24])=[C:7]([CH:22]=1)[O:8][CH2:9][C:10]1[N:11]=[C:12]([C:16]2[CH:21]=[CH:20][CH:19]=[CH:18][CH:17]=2)[O:13][C:14]=1[CH3:15].[OH:25][C:26]1[CH:27]=[C:28]([CH2:32][C:33]([O:35][CH3:36])=[O:34])[CH:29]=[CH:30][CH:31]=1.C(=O)([O-])[O-].[K+].[K+].CN(C)C=O>O>[CH3:24][O:23][C:6]1[CH:5]=[CH:4][C:3]([CH2:2][O:25][C:26]2[CH:27]=[C:28]([CH2:32][C:33]([O:35][CH3:36])=[O:34])[CH:29]=[CH:30][CH:31]=2)=[CH:22][C:7]=1[O:8][CH2:9][C:10]1[N:11]=[C:12]([C:16]2[CH:21]=[CH:20][CH:19]=[CH:18][CH:17]=2)[O:13][C:14]=1[CH3:15] |f:2.3.4|. Reported procedure: A mixture of 4-(5-chloromethyl-2-methoxyphenoxymethyl)-5-methyl-2-phenyloxazole (400 mg), methyl 3-hydroxyphenylacetate (195 mg), potassium carbonate (320 mg) and N,N-dimethylformamide (10 mL) was stirred at 90° C. for 2 hrs. The reaction mixture was poured into water and extracted with ethyl acetate. The organic layer was washed with water, dried over anhydrous magnesium sulfate and concentrated. The residue was subjected to silica gel column chromatography to give crystals of methyl 3-[4-metho... Starting materials: C=CC1=CC=CC=C1 (styrene), C(C)(C)(C)OO (tert-butylhydroperoxide), [Na] (sodium), olefin sulfonate, C(CCC)OC(C=C)=O (n-butylacrylate), C=CC1=CC=CC=C1 (styrene). Run in O (water). Reaction conditions: temperature 90 celsius. Yields the product C=CC1=CC=CC=C1.C(CCC)OC(C=C)=O (Styrene n-Butylacrylate). As a reaction SMILES: [CH2:1]=[CH:2][C:3]1[CH:8]=[CH:7][CH:6]=[CH:5][CH:4]=1.[Na].C(OO)(C)(C)C.[CH2:16]([O:20][C:21](=[O:24])[CH:22]=[CH2:23])[CH2:17][CH2:18][CH3:19]>O>[CH2:1]=[CH:2][C:3]1[CH:8]=[CH:7][CH:6]=[CH:5][CH:4]=1.[CH2:16]([O:20][C:21](=[O:24])[CH:22]=[CH2:23])[CH2:17][CH2:18][CH3:19] |f:5.6,^1:8|. Reported procedure: Sixteen stable free radical polymerization (SFRP) were carried out under aqueous emulsion conditions. Each polymerization was set up with a total volume 0.7 mL, with 10 weight % styrene (monomer). The amount of surfactant (sodium alpha (C14-C16) olefin sulfonate—sold by Rhodia as Rhodacal A-246/L) added was 1 weight % to monomer, and two different amounts of initiator were added: 0.001 and 0.002 mole equivalence to monomer. The initiator that was used was water soluble and was tert-butylhydroper... The reactants are CC(C)(C)O, CCOC(C)=O, Cc1cc(Nc2cc(Cl)nc(S(C)(=O)=O)n2)[nH]n1, O=C(Nc1ccc(S)c(F)c1)C1CC1. The product is Cc1cc(Nc2cc(Cl)nc(Sc3ccc(NC(=O)C4CC4)cc3F)n2)[nH]n1. RXN SMILES: [C:33]([OH:34])([CH3:35])([CH3:36])[CH3:37].[CH3:38][CH2:39][O:40][C:41]([CH3:42])=[O:43].[Cl:15][c:16]1[cH:17][c:18]([NH:26][c:27]2[cH:28][c:29]([CH3:32])[n:30][nH:31]2)[n:19][c:20]([S:22]([CH3:23])(=[O:24])=[O:25])[n:21]1.[F:1][c:2]1[cH:3][c:4]([NH:9][C:10](=[O:11])[CH:12]2[CH2:13][CH2:14]2)[cH:5][cH:6][c:7]1[SH:8]>>[F:1][c:2]1[cH:3][c:4]([NH:9][C:10](=[O:11])[CH:12]2[CH2:13][CH2:14]2)[cH:5][cH:6][c:7]1[S:8][c:20]1[n:19][c:18]([NH:26][c:27]2[cH:28][c:29]([CH3:32])[n:30][nH:31]2)[cH:17][c:16]([Cl:15])[n:21]1. Starting materials: CC1=CC=C(S1)C=O (5-methyl-2-thiophenecarboxaldehyde), C(CCC)[Li] (n-Butyl lithium), solution, C(C)P(=O)(CC)CS(=O)(=O)OCC (ethyl diethylphosphorylmethanesulfonate). Run in hexanes, C1CCOC1 (THF). Conditions: time 20 minute. The product is CC1=CC=C(S1)C=CS(=O)(=O)OCC (2-(5-Methyl-thiophen-2-yl)-ethenesulfonic acid, ethyl ester). RXN SMILES: C([Li])CCC.C(P([CH2:12][S:13]([O:16][CH2:17][CH3:18])(=[O:15])=[O:14])(CC)=O)C.[CH3:19][C:20]1[S:24][C:23]([CH:25]=O)=[CH:22][CH:21]=1>C1COCC1>[CH3:25][C:23]1[S:24][C:20]([CH:19]=[CH:12][S:13]([O:16][CH2:17][CH3:18])(=[O:14])=[O:15])=[CH:21][CH:22]=1. Reported procedure: n-Butyl lithium (1.6 mL of a 2.5 M solution in hexanes, 4.0 mmol) was added dropwise to a solution of ethyl diethylphosphorylmethanesulfonate (1.0 g, 3.8 mmol), prepared as described in Tetrahedron, 1987, 43(21), 5125, at −78° C. in THF (15 mL). The mixture was stirred for 20 min. then 5-methyl-2-thiophenecarboxaldehyde (460 mg, 4.2 mmol) was slowly added. The mixture was stirred at −78° C. for 1 h. then allowed to warm to room temperature overnight. The bulk of the solvents were evaporated and ...